This data is from the Open Reaction Database (ORD), a public repository of structured organic reaction records. The task is: describe an organic reaction: reactants, conditions, products, and yield Reactants: ClC1=NC2=C(C=CC=C2C=C1)[N+](=O)[O-] (2-chloro-8-nitroquinoline), ClC1=NC2=C(C=CC=C2C=C1)[N+](=O)[O-] (2-chloro-8-nitroquinoline), O.NN (hydrazine hydrate). The reagents and catalysts are [Ni] (Raney nickel). Solvent: CO (MeOH). Product: ClC1=NC2=C(C=CC=C2C=C1)N (2-Chloroquinolin-8-amine). Isolated yield 81.6%. Reaction SMILES: [Cl:1][C:2]1[CH:11]=[CH:10][C:9]2[C:4](=[C:5]([N+:12]([O-])=O)[CH:6]=[CH:7][CH:8]=2)[N:3]=1.O.NN>[Ni].CO>[Cl:1][C:2]1[CH:11]=[CH:10][C:9]2[C:4](=[C:5]([NH2:12])[CH:6]=[CH:7][CH:8]=2)[N:3]=1 |f:1.2|. Reported procedure: In the similar fashion using route 6 general procedure 14, 2-chloro-8-nitroquinoline (Intermediate 24) (100 mg, 0.48 mmol), Raney nickel (20 mg, 20% wt), hydrazine hydrate (96 mg, 1.92 mmol) and MeOH (10 ml) gave the crude title compound (70 mg, 82%) which was used in the next step without purification. The reactants are C(C1=CC=CC=C1)N(C(OC(C)(C)C)=O)[C@@H]1CC[C@H](CC1)NC1=C2C(=CN=C(C2=CC=C1)Cl)C=C (tert-Butyl trans-N-benzyl-[4-(1-chloro-4-vinylisoquinolin-5-yl)aminocyclohexyl]carbamate), C(C1=CC=CC=C1)N(C(OC(C)(C)C)=O)C1CCC(CC1)NC1=C2C(=CN=CC2=CC=C1)C=C (tert-Butyl N-benzyl-[4-(4-vinyl-isoquinolin-5-ylamino)cyclohexyl]carbamate). Yields the product C(C1=CC=CC=C1)N(C(OC(C)(C)C)=O)[C@@H]1CC[C@H](CC1)N1CCC2=CN=C(C3=CC=CC1=C23)Cl (tert-Butyl trans-N-benzyl-[4-(6-chloro-2,3-dihydro-1,5-diazaphenalen-1-yl)cyclohexyl]carbamate). As a reaction SMILES: [CH2:1]([N:8]([C@H:16]1[CH2:21][CH2:20][C@H:19]([NH:22][C:23]2[CH:32]=[CH:31][CH:30]=[C:29]3[C:24]=2[C:25]([CH:34]=[CH2:35])=[CH:26][N:27]=[C:28]3[Cl:33])[CH2:18][CH2:17]1)[C:9](=[O:15])[O:10][C:11]([CH3:14])([CH3:13])[CH3:12])[C:2]1[CH:7]=[CH:6][CH:5]=[CH:4][CH:3]=1.C(N(C1CCC(NC2C=CC=C3C=2C(C=C)=CN=C3)CC1)C(=O)OC(C)(C)C)C1C=CC=CC=1>>[CH2:1]([N:8]([C@H:16]1[CH2:21][CH2:20][C@H:19]([N:22]2[C:23]3=[C:24]4[C:29](=[CH:30][CH:31]=[CH:32]3)[C:28]([Cl:33])=[N:27][CH:26]=[C:25]4[CH2:34][CH2:35]2)[CH2:18][CH2:17]1)[C:9](=[O:15])[O:10][C:11]([CH3:14])([CH3:13])[CH3:12])[C:2]1[CH:7]=[CH:6][CH:5]=[CH:4][CH:3]=1. Reported procedure: According to the method of Example 21, Step C, the tert-butyl trans-N-benzyl-[4-(1-chloro-4-vinylisoquinolin-5-yl)aminocyclohexyl]carbamate obtained in Step A mentioned above was used for the cyclization instead of the trans-isomer of Intermediate 10 to obtain the title compound. Reactants: C(C)NCCO (2-(Ethylamino)-ethanol), [H-].[Na+] (sodium hydride), Cl (hydrochloric acid), FC1=CC=C(C=C1)[N+](=O)[O-] (1-fluoro-4-nitrobenzene). Solvent: CN(C=O)C (dimethyl-formamide). Run at temperature 0 celsius, time 30 minute. The product is C(C)NCCOC1=CC=C(C=C1)[N+](=O)[O-] (ethyl-[2-(4-nitro-phenoxy)-ethyl]-amine). Yield: 43.2%. As a reaction SMILES: [CH2:1]([NH:3][CH2:4][CH2:5][OH:6])[CH3:2].[H-].[Na+].F[C:10]1[CH:15]=[CH:14][C:13]([N+:16]([O-:18])=[O:17])=[CH:12][CH:11]=1.Cl>CN(C)C=O>[CH2:1]([NH:3][CH2:4][CH2:5][O:6][C:10]1[CH:15]=[CH:14][C:13]([N+:16]([O-:18])=[O:17])=[CH:12][CH:11]=1)[CH3:2] |f:1.2|. Reported procedure: 2-(Ethylamino)-ethanol (2.5 g, 24.2 mmol) (Aldrich) was added to a cooled (−5° C.) mixture of sodium hydride (50%, 580 mg, 24.2 mmol) in dimethyl-formamide (100 mL) and stirred for 10 minutes at 0° C., 30 minutes at room temperature, then 30 minutes at 45° C. After cooling to −1° C., 1-fluoro-4-nitrobenzene (4.1 g, 29 mmol) (Aldrich) was added and the mixture was stirred 20 minutes at −100° C. and for 90 minutes at room temperature. The resulting mixture was adjusted to pH 2 with 6N hydrochloric...